This data is from the Open Reaction Database (ORD), a public repository of structured organic reaction records. The task is: describe an organic reaction: reactants, conditions, products, and yield The reactants are Brc1ccncc1, COc1ccc2cc(C(=O)c3cn(C(c4ccccc4)(c4ccccc4)c4ccccc4)cn3)ccc2c1. The product is COc1ccc2cc(C(O)(c3ccncc3)c3cn(C(c4ccccc4)(c4ccccc4)c4ccccc4)cn3)ccc2c1. As a reaction SMILES: [Br:1][c:2]1[cH:3][cH:4][n:5][cH:6][cH:7]1.[CH3:8][O:9][c:10]1[cH:11][c:12]2[cH:13][cH:14][c:15]([C:20](=[O:21])[c:22]3[n:23][cH:24][n:25]([C:27]([c:28]4[cH:29][cH:30][cH:31][cH:32][cH:33]4)([c:34]4[cH:35][cH:36][cH:37][cH:38][cH:39]4)[c:40]4[cH:41][cH:42][cH:43][cH:44][cH:45]4)[cH:26]3)[cH:16][c:17]2[cH:18][cH:19]1>>[c:2]1([C:20]([c:15]2[cH:14][cH:13][c:12]3[cH:11][c:10]([O:9][CH3:8])[cH:19][cH:18][c:17]3[cH:16]2)([OH:21])[c:22]2[n:23][cH:24][n:25]([C:27]([c:28]3[cH:29][cH:30][cH:31][cH:32][cH:33]3)([c:34]3[cH:35][cH:36][cH:37][cH:38][cH:39]3)[c:40]3[cH:41][cH:42][cH:43][cH:44][cH:45]3)[cH:26]2)[cH:3][cH:4][n:5][cH:6][cH:7]1. Starting materials: solid, BrC1=CC(=CC=2C(=C3N(C12)CCNC3=O)C)Cl (6-bromo-8-chloro-10-methyl-3,4-dihydro-2H-pyrazino[1,2-a]indol-1-one), BrC1=CC(=CC=2C(=C3N(C12)CCNC3=O)C)Cl (6-bromo-8-chloro-10-methyl-3,4-dihydro-2H-pyrazino[1,2-a]indol-1-one), ClC=1C=C(C=CC1Cl)B(O)O (3,4-dichloro-phenylboronic acid). Yields the product ClC1=CC=2C(=C3N(C2C(=C1)C1=CC(=C(C=C1)Cl)Cl)CCNC3=O)C (8-Chloro-6-(3,4-dichloro-phenyl)-10-methyl-3,4-dihydro-2H-pyrazino[1,2-a]indol-1-one). Reaction SMILES: Br[C:2]1[C:10]2[N:9]3[CH2:11][CH2:12][NH:13][C:14](=[O:15])[C:8]3=[C:7]([CH3:16])[C:6]=2[CH:5]=[C:4]([Cl:17])[CH:3]=1.[Cl:18][C:19]1[CH:20]=[C:21](B(O)O)[CH:22]=[CH:23][C:24]=1[Cl:25]>>[Cl:17][C:4]1[CH:3]=[C:2]([C:22]2[CH:21]=[CH:20][C:19]([Cl:18])=[C:24]([Cl:25])[CH:23]=2)[C:10]2[N:9]3[CH2:11][CH2:12][NH:13][C:14](=[O:15])[C:8]3=[C:7]([CH3:16])[C:6]=2[CH:5]=1. Reported procedure: The title compound, white solid (77 mg, 81%), MS (ISP) m/z=379.6 [(M+H)+], mp 240° C., was prepared in accordance with the general method of example 1 from 6-bromo-8-chloro-10-methyl-3,4-dihydro-2H-pyrazino[1,2-a]indol-1-one (intermediate 12) (78.4 mg, 0.25 mmol) and commercially available 3,4-dichloro-phenylboronic acid (62.0 mg, 0.325 mmol). Reactants: COC=1C=CC(=CC1)C=O (anisaldehyde), C(C)(=O)OCC (ethyl acetate). Solvent: petroleum ether. Yields the product C(\C=C\CCCCCCCCCCCCC)=O (2-Trans-hexadecenal). As a reaction SMILES: CO[C:3]1[CH:4]=[CH:5][C:6]([CH:9]=[O:10])=[CH:7][CH:8]=1.C(O[CH2:15][CH3:16])(=O)C>>[CH:9](=[O:10])/[CH:6]=[CH:5]/[CH2:4][CH2:3][CH2:8][CH2:7][CH2:5][CH2:4][CH2:3][CH2:8][CH2:7][CH2:6][CH2:9][CH2:15][CH3:16]. Reported procedure: RF =0.5, petroleum ether (boiling point 35°-80° C./ethyl acetate 9:1; UV: blue coloration with anisaldehyde reagent (0.5 ml anisaldehyde, 50 ml glacial acetic acid, 1 ml H2SO4); boiling point (10-3Torr): 115° C.